describe an organic reaction: reactants, conditions, products, and yield From a dataset of the Open Reaction Database (ORD), a public repository of structured organic reaction records. Starting materials: OC(C#CC1=CC=C(C(=O)O)C=C1)C1=CC=2C(CCC(C2C=C1)(C)C)(C)C (4-(3-hydroxy-3-(5,6,7,8-tetrahydro-5,5,8,8-tetramethyl-2-naphthyl)-1-propynyl]benzoic acid). Reagents/catalysts: [O-2].[Mn+2] (manganese oxide). Run in ClCCl (dichloromethane). Conditions: time 4 hour. Product: O=C(C#CC1=CC=C(C(=O)O)C=C1)C1=CC=2C(CCC(C2C=C1)(C)C)(C)C (4-[3-oxo-3-(5,6,7,8-tetrahydro-5,5,8,8-tetramethyl-2-naphthyl)-1-propynyl]benzoic acid). RXN SMILES: [OH:1][CH:2]([C:14]1[CH:23]=[CH:22][C:21]2[C:20]([CH3:25])([CH3:24])[CH2:19][CH2:18][C:17]([CH3:27])([CH3:26])[C:16]=2[CH:15]=1)[C:3]#[C:4][C:5]1[CH:13]=[CH:12][C:8]([C:9]([OH:11])=[O:10])=[CH:7][CH:6]=1>[O-2].[Mn+2].ClCCl>[O:1]=[C:2]([C:14]1[CH:23]=[CH:22][C:21]2[C:20]([CH3:25])([CH3:24])[CH2:19][CH2:18][C:17]([CH3:27])([CH3:26])[C:16]=2[CH:15]=1)[C:3]#[C:4][C:5]1[CH:6]=[CH:7][C:8]([C:9]([OH:11])=[O:10])=[CH:12][CH:13]=1 |f:1.2|. Procedure details: 500 mg (1.38 mmol) of 4-(3-hydroxy-3-(5,6,7,8-tetrahydro-5,5,8,8-tetramethyl-2-naphthyl)-1-propynyl]benzoic acid, 50 ml of dichloromethane and 2.4 g (27.6 mmol) of manganese oxide were introduced into a round-bottomed flask which was placed in an ultrasonic bath for 4 hours. The reaction mixture was filtered, the filtrate was evaporated and the residue was purified by simple filtration through silica in ethyl ether. 90 mg (18%) of the expected compound, with a melting point of 208°-209° C., were... Starting materials: C(C)(=O)O.N1=CC(=CC2=CC=CC=C12)C1=CC=CC=2C(C=3N(C12)C=CC3)N (5-quinolin-3-yl-9H-pyrrolo[1,2-a]indol-9-ylamine acetate), ON1N=NC2=C1C=CC=C2 (1-hydroxybenzotriazole), N1C=CC2=C1N=CC=C2C(=O)O (1H-pyrrolo[2,3-b]pyridine-4-carboxylic acid), Cl.CN(CCCN=C=NCC)C (N-(3-dimethylaminopropyl)-N′-ethylcarbodiimide hydrochloride). Run in CN(C=O)C (dimethylformamide). Reaction conditions: time 18 hour. Yields the product N1=CC(=CC2=CC=CC=C12)C1=CC=CC=2C(C=3N(C12)C=CC3)NC(=O)C=3C1=C(N=CC3)NC=C1 (1H-pyrrolo[2,3-b]pyridine-4-carboxylic acid (5-quinolin-3-yl-9H-pyrrolo[1,2-a]indol-9-yl)amide). Yield: 37.0%. RXN SMILES: C(O)(=O)C.[N:5]1[C:14]2[C:9](=[CH:10][CH:11]=[CH:12][CH:13]=2)[CH:8]=[C:7]([C:15]2[C:23]3[N:22]4[CH:24]=[CH:25][CH:26]=[C:21]4[CH:20]([NH2:27])[C:19]=3[CH:18]=[CH:17][CH:16]=2)[CH:6]=1.[NH:28]1[C:32]2[N:33]=[CH:34][CH:35]=[C:36]([C:37](O)=[O:38])[C:31]=2[CH:30]=[CH:29]1.Cl.CN(C)CCCN=C=NCC.ON1C2C=CC=CC=2N=N1>CN(C)C=O>[N:5]1[C:14]2[C:9](=[CH:10][CH:11]=[CH:12][CH:13]=2)[CH:8]=[C:7]([C:15]2[C:23]3[N:22]4[CH:24]=[CH:25][CH:26]=[C:21]4[CH:20]([NH:27][C:37]([C:36]4[C:31]5[CH:30]=[CH:29][NH:28][C:32]=5[N:33]=[CH:34][CH:35]=4)=[O:38])[C:19]=3[CH:18]=[CH:17][CH:16]=2)[CH:6]=1 |f:0.1,3.4|. Reported procedure: In a 100 ml round-bottomed flask under argon, a mixture of 116 mg of 5-quinolin-3-yl-9H-pyrrolo[1,2-a]indol-9-ylamine acetate obtained according to the preceding stage, 63 mg of 1H-pyrrolo[2,3-b]pyridine-4-carboxylic acid (which can be obtained according to WO 2003/000688), 82 mg of N-(3-dimethylaminopropyl)-N′-ethylcarbodiimide hydrochloride (EDCI) and 58 mg of 1-hydroxybenzotriazole (HOBt) in 7.5 ml of dimethylformamide is stirred at ambient temperature for 18 hours. The reaction medium is eva... The reactants are C=O, Cc1ccc(C(=O)NC2CC2)cc1-n1cnc2ccc(C3=CCNCC3)cc2c1=O, O=CO. The product is Cc1ccc(C(=O)NC2CC2)cc1-n1cnc2ccc(C3=CCN(C)CC3)cc2c1=O. Reaction SMILES: [CH2:31]=[O:32].[CH:1]1([NH:4][C:5]([c:6]2[cH:7][c:8](-[n:13]3[cH:14][n:15][c:16]4[cH:17][cH:18][c:19]([C:24]5=[CH:29][CH2:28][NH:27][CH2:26][CH2:25]5)[cH:20][c:21]4[c:22]3=[O:23])[c:9]([CH3:12])[cH:10][cH:11]2)=[O:30])[CH2:2][CH2:3]1.[CH:33]([OH:34])=[O:35]>>[CH:1]1([NH:4][C:5]([c:6]2[cH:7][c:8](-[n:13]3[cH:14][n:15][c:16]4[cH:17][cH:18][c:19]([C:24]5=[CH:29][CH2:28][N:27]([CH3:31])[CH2:26][CH2:25]5)[cH:20][c:21]4[c:22]3=[O:23])[c:9]([CH3:12])[cH:10][cH:11]2)=[O:30])[CH2:2][CH2:3]1. The reactants are O (Water), C([O-])([O-])=O.[K+].[K+] (Potassium carbonate), C(C)(SCCOCC1=CC=CC=C1)=O (S-2-(benzyloxy)ethyl ethanethioate), O (water). The solvent is CO (methanol). Run at time 20 minute. The product is C(C1=CC=CC=C1)OCCS (2-(Benzyloxy)ethanethiol). Isolated yield 97.4%. As a reaction SMILES: C(=O)([O-])[O-].[K+].[K+].C(=O)([S:9][CH2:10][CH2:11][O:12][CH2:13][C:14]1[CH:19]=[CH:18][CH:17]=[CH:16][CH:15]=1)C.O>CO>[CH2:13]([O:12][CH2:11][CH2:10][SH:9])[C:14]1[CH:19]=[CH:18][CH:17]=[CH:16][CH:15]=1 |f:0.1.2|. Reported procedure: Potassium carbonate (11.20 g) was added to S-2-(benzyloxy)ethyl ethanethioate (8.52 g) in methanol (170 mL)/water (85 mL) and the reaction was stirred for 20 min. Water was added and the mixture extracted with ethyl acetate. The organic layers were combined, washed with aqueous ammonium chloride and dried (MgSO4) and concentrated in vacuo to give the subtitle compound (6.64 g). Reactants: COC1=CC=C(CNC(=O)C2(C3=CC=CC=C3C=3C=CC=CC23)CCCCBr)C=C1 (9-(4-bromo-butyl)-9H-fluorene-9-carboxylic acid-4-methoxy-benzylamide), C[C@@H]1CN(C[C@@H](N1)C)C1=NC2=CC=CC=C2C=C1 (2-(cis-3,5-dimethyl-piperazin-1-yl)-quinoline). Yields the product COC1=CC=C(CNC(=O)C2(C3=CC=CC=C3C=3C=CC=CC23)CCCCN2[C@H](CN(C[C@H]2C)C2=NC3=CC=CC=C3C=C2)C)C=C1 (9-[4-(cis-2,6-dimethyl-4-quinolin-2-yl-piperazin-1-yl)-butyl]-9H-fluorene-9-carboxylic acid-4-methoxy-benzylamide). RXN SMILES: [CH3:1][O:2][C:3]1[CH:30]=[CH:29][C:6]([CH2:7][NH:8][C:9]([C:11]2([CH2:24][CH2:25][CH2:26][CH2:27]Br)[C:23]3[CH:22]=[CH:21][CH:20]=[CH:19][C:18]=3[C:17]3[C:12]2=[CH:13][CH:14]=[CH:15][CH:16]=3)=[O:10])=[CH:5][CH:4]=1.[CH3:31][C@H:32]1[NH:37][C@@H:36]([CH3:38])[CH2:35][N:34]([C:39]2[CH:48]=[CH:47][C:46]3[C:41](=[CH:42][CH:43]=[CH:44][CH:45]=3)[N:40]=2)[CH2:33]1>>[CH3:1][O:2][C:3]1[CH:30]=[CH:29][C:6]([CH2:7][NH:8][C:9]([C:11]2([CH2:24][CH2:25][CH2:26][CH2:27][N:37]3[C@H:36]([CH3:38])[CH2:35][N:34]([C:39]4[CH:48]=[CH:47][C:46]5[C:41](=[CH:42][CH:43]=[CH:44][CH:45]=5)[N:40]=4)[CH2:33][C@@H:32]3[CH3:31])[C:23]3[CH:22]=[CH:21][CH:20]=[CH:19][C:18]=3[C:17]3[C:12]2=[CH:13][CH:14]=[CH:15][CH:16]=3)=[O:10])=[CH:5][CH:4]=1. Procedure details: Prepared analogously to Example 1 from 9-(4-bromo-butyl)-9H-fluorene-9-carboxylic acid-4-methoxy-benzylamide and 2-(cis-3,5-dimethyl-piperazin-1-yl)-quinoline Reactants: C(C)OC(=O)C=1C(N(C2=NC=C(C=C2C1Cl)F)CC1=CC=C(C=C1)OC)=O (4-Chloro-6-fluoro-1-(4-methoxy-benzyl)-2-oxo-1,2-dihydro-[1,8]-naphthyridine-3-carboxylic acid ethyl ester). Solvent: C(=O)(C(F)(F)F)O (TFA). Yields the product C(C)OC(=O)C=1C(NC2=NC=C(C=C2C1Cl)F)=O (4-Chloro-6-fluoro-2-oxo-1,2-dihydro-[1,8]-naphthyridine-3-carboxylic acid ethyl ester). Yield: 98.7%. RXN SMILES: [CH2:1]([O:3][C:4]([C:6]1[C:7](=[O:27])[N:8](CC2C=CC(OC)=CC=2)[C:9]2[C:14]([C:15]=1[Cl:16])=[CH:13][C:12]([F:17])=[CH:11][N:10]=2)=[O:5])[CH3:2]>C(O)(C(F)(F)F)=O>[CH2:1]([O:3][C:4]([C:6]1[C:7](=[O:27])[NH:8][C:9]2[C:14]([C:15]=1[Cl:16])=[CH:13][C:12]([F:17])=[CH:11][N:10]=2)=[O:5])[CH3:2]. Procedure: A solution of 4-chloro-6-fluoro-1-(4-methoxy-benzyl)-2-oxo-1,2-dihydro-[1,8]-naphthyridine-3-carboxylic acid ethyl ester (76) (6.0 g, 15.35 mmol) in neat TFA was refluxed for 3 h. The solution was cooled and the excess TFA was distilled under vacuum. The residue was suspended in saturated NaHCO3 solution, sonicated briefly and filtered. The solids were washed by water, and dried at room temperature to yield 4.1 g (98%) of 4-chloro-6-fluoro-2-oxo-1,2-dihydro-[1,8]-naphthyridine-3-carboxylic acid ... Starting materials: [Na] (sodium), FC=1C=C(OC2=CC=C(C=C2)O)C=C(C1)F (4-(3,5-difluorophenoxy)phenol), FC=1C=C(OC2=CC=C(C=C2)O)C=C(C1)F (4-(3,5-difluorophenoxy)phenol), [H-].[Na+] (sodium hydride), ice water, C1(=CC=CC=C1)SN(C(OCC)=O)CCOS(=O)(=O)C (ethyl N-phenylthio-2-methylsulfonyloxyethylcarbamate), C1(O)=CC=C(O)C=C1 (hydroquinone). The solvent is CS(=O)C (dimethyl sulfoxide), CS(=O)C (dimethyl sulfoxide). Yields the product C1(=CC=CC=C1)SN(C(OCC)=O)CCOC1=CC=C(C=C1)OC1=CC(=CC(=C1)F)F (Ethyl N-phenylthio-2-[4-(3,5-difluorophenoxy)phenoxy]ethylcarbamate). RXN SMILES: [Na].[F:2][C:3]1[CH:4]=[C:5]([CH:14]=[C:15]([F:17])[CH:16]=1)[O:6][C:7]1[CH:12]=[CH:11][C:10]([OH:13])=[CH:9][CH:8]=1.[H-].[Na+].[C:20]1([S:26][N:27]([CH2:33][CH2:34]OS(C)(=O)=O)[C:28](=[O:32])[O:29][CH2:30][CH3:31])[CH:25]=[CH:24][CH:23]=[CH:22][CH:21]=1.C1(C=CC(O)=CC=1)O>CS(C)=O>[C:20]1([S:26][N:27]([CH2:33][CH2:34][O:13][C:10]2[CH:9]=[CH:8][C:7]([O:6][C:5]3[CH:4]=[C:3]([F:2])[CH:16]=[C:15]([F:17])[CH:14]=3)=[CH:12][CH:11]=2)[C:28](=[O:32])[O:29][CH2:30][CH3:31])[CH:21]=[CH:22][CH:23]=[CH:24][CH:25]=1 |f:2.3,^1:0|. Procedure details: A solution of the sodium salt of 4-(3,5-difluorophenoxy)phenol (prepared from 4.3 g of 4-(3,5-difluorophenoxy)phenol and 0.8 g of a 55% dispersion of sodium hydride in mineral oil in 40 ml of dry dimethyl sulfoxide) is metered at a constant rate at +25° C. in the course of 5 hours to a solution of 6.5 g of ethyl N-phenylthio-2-methylsulfonyloxyethylcarbamate and 0.1 g of hydroquinone in 20 ml of anhydrons dimethyl sulfoxide, with stirring. The mixture is stirred for 5 more hours at room temperat... The reactants are ClC=1C=C(C(=C(C1)NC1CCN(CC1)C(=O)OC(C)(C)C)C)C(=O)OC (tert-butyl 4-((5-chloro-3-(methoxycarbonyl)-2-methylphenyl)amino)piperidine-1-carboxylate), [H-].[Na+] (NaH), BrCC=C (3-bromoprop-1-ene). Solvent: CN(C)C=O (DMF). Conditions: temperature 80 celsius, time 20 minute. Yields the product C(C=C)N(C1CCN(CC1)C(=O)OC(C)(C)C)C1=C(C(=CC(=C1)Cl)C(=O)OC)C (tert-butyl 4-(allyl(5-chloro-3-(methoxycarbonyl)-2-methylphenyl)amino)piperidine-1-carboxylate). Isolated yield 39.0%. Reaction SMILES: [Cl:1][C:2]1[CH:3]=[C:4]([C:23]([O:25][CH3:26])=[O:24])[C:5]([CH3:22])=[C:6]([NH:8][CH:9]2[CH2:14][CH2:13][N:12]([C:15]([O:17][C:18]([CH3:21])([CH3:20])[CH3:19])=[O:16])[CH2:11][CH2:10]2)[CH:7]=1.[H-].[Na+].Br[CH2:30][CH:31]=[CH2:32]>CN(C=O)C>[CH2:32]([N:8]([C:6]1[CH:7]=[C:2]([Cl:1])[CH:3]=[C:4]([C:23]([O:25][CH3:26])=[O:24])[C:5]=1[CH3:22])[CH:9]1[CH2:14][CH2:13][N:12]([C:15]([O:17][C:18]([CH3:19])([CH3:20])[CH3:21])=[O:16])[CH2:11][CH2:10]1)[CH:31]=[CH2:30] |f:1.2|. Procedure details: To a stirred solution of tert-butyl 4-((5-chloro-3-(methoxycarbonyl)-2-methylphenyl)amino)piperidine-1-carboxylate (0.70 g, 1.82 mmol) in DMF (7 mL), was added NaH (0.052 g, 2.19 mmol) at 0° C. After stirring for 20 minutes, 3-bromoprop-1-ene (0.44 g, 3.64 mmol) was added and the mixture was heated at 80° C. for 15 h. On completion, the reaction mass was quenched with ice cold water and extraction was carried out using DCM. The combined organic layers were dried, concentrated under reduced press... Starting materials: CC1(C)CON(Cc2ccc(NC(=O)c3ccccc3C(=O)O)cc2Br)C1=O, CC(=O)[O-], CC(=O)OC(C)=O, [Na+]. Product: CC1(C)CON(Cc2ccc(N3C(=O)c4ccccc4C3=O)cc2Br)C1=O. Reaction SMILES: [Br:1][c:2]1[c:3]([CH2:20][N:21]2[O:22][CH2:23][C:24]([CH3:27])([CH3:28])[C:25]2=[O:26])[cH:4][cH:5][c:6]([NH:8][C:9](=[O:10])[c:11]2[c:12]([C:17](=[O:18])[OH:19])[cH:13][cH:14][cH:15][cH:16]2)[cH:7]1.[CH3:30][C:31](=[O:32])[O-:33].[CH3:34][C:35]([O:36][C:37](=[O:38])[CH3:39])=[O:40].[Na+:29]>>[Br:1][c:2]1[c:3]([CH2:20][N:21]2[O:22][CH2:23][C:24]([CH3:27])([CH3:28])[C:25]2=[O:26])[cH:4][cH:5][c:6]([N:8]2[C:9](=[O:10])[c:11]3[c:12]([cH:13][cH:14][cH:15][cH:16]3)[C:17]2=[O:18])[cH:7]1.